Task: describe an organic reaction: reactants, conditions, products, and yield. Dataset: the Open Reaction Database (ORD), a public repository of structured organic reaction records Reactants: NC1=NNC(=N1)N (3,5-Diamino-1,2,4-triazole), FC(C(=O)O)(F)F (Trifluoroacetic acid). Run in O (water). Run at time 1 hour. The product is [O-]C(=O)C(F)(F)F.NC=1N[NH+]=C(N1)N (3,5-Diamino-1,2,4-Triazolium TFA). As a reaction SMILES: [NH2:1][C:2]1[N:6]=[C:5]([NH2:7])[NH:4][N:3]=1.[F:8][C:9]([F:14])([F:13])[C:10]([OH:12])=[O:11]>O>[O-:12][C:10]([C:9]([F:14])([F:13])[F:8])=[O:11].[NH2:1][C:2]1[NH:3][NH+:4]=[C:5]([NH2:7])[N:6]=1 |f:3.4|. Reported procedure: 3,5-Diamino-1,2,4-triazole (1.50 g, 15.14 mmol) was dissolved in 5 ml of distilled water. Trifluoroacetic acid (1.12 ml, 15.14 mmol) was added via syringe at room temperature and the reaction was stirred at room temperature for 1 hour. The water was removed in vacuo with heating to approximately 90° C. for 4 hours.